This data is from the Open Reaction Database (ORD), a public repository of structured organic reaction records. The task is: describe an organic reaction: reactants, conditions, products, and yield Starting materials: BrC=1C=C(C(O)=CC1)O (4-bromocatechol), C([O-])([O-])=O.[K+].[K+] (potassium carbonate), ICC (iodoethane), CN(C)C=O (DMF). Conditions: time 17 hour. Product: BrC1=CC(=C(C=C1)OCC)OCC (4-Bromo-1,2-diethoxy-benzene). RXN SMILES: [Br:1][C:2]1[CH:3]=[C:4](O)[C:5](=[CH:7][CH:8]=1)[OH:6].[C:10](=[O:13])([O-])[O-].[K+].[K+].I[CH2:17][CH3:18].[CH3:19]N(C=O)C>>[Br:1][C:2]1[CH:3]=[CH:4][C:5]([O:6][CH2:17][CH3:18])=[C:7]([O:13][CH2:10][CH3:19])[CH:8]=1 |f:1.2.3|. Procedure: A mixture of 4-bromocatechol (Aldrich, Buchs, Switzerland, 500 mg, 2.65 mmol), potassium carbonate (1.1 g, 7.94 mmol) and iodoethane (1.03 g, 6.61 mmol) in 10 ml DMF was stirred protected from the light for 17 h at rt. The reaction mixture was quenched with 50 ml saturated aqueous NaHCO3 and extracted with EtOAc (2×). The organic layers were washed with saturated aqueous NaHCO3 (4×) and brine, dried over Na2SO4, filtered and evaporated. The residue was purified by flash chromatography (petrol et... Reactants: FC(F)(F)c1ccc(CBr)o1, Cc1ccc(C(=O)c2c[nH]c3ccccc3c2=O)cc1C, CN(C)C=O, [H-], [Na+]. Product: Cc1ccc(C(=O)c2cn(Cc3ccc(C(F)(F)F)o3)c3ccccc3c2=O)cc1C. Reaction SMILES: [Br:24][CH2:25][c:26]1[o:27][c:28]([C:31]([F:32])([F:33])[F:34])[cH:29][cH:30]1.[CH3:1][c:2]1[cH:3][c:4]([C:5](=[O:6])[c:7]2[cH:8][nH:9][c:10]3[cH:11][cH:12][cH:13][cH:14][c:15]3[c:16]2=[O:17])[cH:18][cH:19][c:20]1[CH3:21].[CH3:35][N:36]([CH3:37])[CH:38]=[O:39].[H-:22].[Na+:23]>>[CH3:1][c:2]1[cH:3][c:4]([C:5](=[O:6])[c:7]2[cH:8][n:9]([CH2:25][c:26]3[o:27][c:28]([C:31]([F:32])([F:33])[F:34])[cH:29][cH:30]3)[c:10]3[cH:11][cH:12][cH:13][cH:14][c:15]3[c:16]2=[O:17])[cH:18][cH:19][c:20]1[CH3:21].